This data is from the Open Reaction Database (ORD), a public repository of structured organic reaction records. The task is: describe an organic reaction: reactants, conditions, products, and yield Starting materials: C1(=CC=CC=C1)C1=CC=C(CCl)C=C1 (4-phenylbenzyl chloride), Cl[SiH](Cl)Cl (trichlorosilane). The reagents and catalysts are [Cl-].C(CCC)[P+](CCCC)(CCCC)CCCC (tetrabutylphosphonium chloride). Solvent: C1=CC=CC=C1 (benzene). Product: C1(=CC=CC=C1)C1=CC=C(C[Si](Cl)(Cl)Cl)C=C1 ((4-phenylbenzyl)trichlorosilane). Yield: 75.1%. RXN SMILES: [C:1]1([C:7]2[CH:14]=[CH:13][C:10]([CH2:11]Cl)=[CH:9][CH:8]=2)[CH:6]=[CH:5][CH:4]=[CH:3][CH:2]=1.[Cl:15][SiH:16]([Cl:18])[Cl:17]>[Cl-].C([P+](CCCC)(CCCC)CCCC)CCC.C1C=CC=CC=1>[C:1]1([C:7]2[CH:14]=[CH:13][C:10]([CH2:11][Si:16]([Cl:18])([Cl:17])[Cl:15])=[CH:9][CH:8]=2)[CH:6]=[CH:5][CH:4]=[CH:3][CH:2]=1 |f:2.3|. Reported procedure: In the same apparatus and procedure as Example 1 above, 0.22 g (0.75 mmol) of tetrabutylphosphonium chloride, 1.52 g (7.5 mmol) of 4-phenylbenzyl chloride, 10 ml of dried benzene, and 3.05 g (22.5 mmol) of trichlorosilane were reacted at 150° C. for 2 hrs. The resulting mixture was distilled to give 1.70 g of (4-phenylbenzyl)trichlorosilane (yield; 85%).